From a dataset of the Open Reaction Database (ORD), a public repository of structured organic reaction records. describe an organic reaction: reactants, conditions, products, and yield The reactants are ClC1(CC1)C(CC#C)(CN1N=CN=C1)O (4-(1-chlorocyclopropyl)4hydroxy-5-(1,2,4-triazol-1-yl)1-pentine), N (ammonia), C(C)I (ethyl iodide), C(CCC)[Li] (n-butyllithium). Run in liquid, O1CCCC1 (tetrahydrofuran), CCCCCC (hexane). Reaction conditions: time 1 hour. The product is ClC1(CC1)C(CC#CCC)(CN1N=CN=C1)O (6-(1-chlorocyclopropyl)-6-hydroxy-7-(1,2,4triazol-1-yl)3-heptine). RXN SMILES: [CH2:1]([Li])[CH2:2]CC.[Cl:6][C:7]1([C:10]([OH:20])([CH2:14][N:15]2[CH:19]=[N:18][CH:17]=[N:16]2)[CH2:11][C:12]#[CH:13])[CH2:9][CH2:8]1.N.C(I)C>CCCCCC.O1CCCC1>[Cl:6][C:7]1([C:10]([OH:20])([CH2:14][N:15]2[CH:19]=[N:18][CH:17]=[N:16]2)[CH2:11][C:12]#[C:13][CH2:1][CH3:2])[CH2:8][CH2:9]1. Reported procedure: 89.7 ml (021 mol) of n-butyllithium in hexane are added at -40° C., with stirring and under a nitrogen atmosphere, to a solution of 22.5 g (0.1 mol) of 4-(1-chlorocyclopropyl)4hydroxy-5-(1,2,4-triazol-1-yl)1-pentine in 350 ml of liquid ammonia. After the end of the addition, stirring is continued initially at from -30° C. to -40° C. for 1 hour, and then a solution of 17.2 g (0.11 mol) of ethyl iodide in 20 ml of absolute tetrahydrofuran is added dropwise. The reaction mixture is subsequently sti... Starting materials: ClC(=O)OCC (ethyl chloroformate), C(C(=C)C)(=O)N (methacrylamide), CC(C)([O-])C.[K+] (potassium t-butoxide). The solvent is O1CCOCC1 (dioxane), O1CCOCC1 (dioxane). Reaction conditions: temperature 60 celsius, time 60 minute. Yields the product C(C(=C)C)(=O)NC(OCC)=O (ethyl N-methacryloylcarbamate). Isolated yield 12.7%. Reaction SMILES: [C:1]([NH2:6])(=[O:5])[C:2]([CH3:4])=[CH2:3].CC(C)([O-])C.[K+].Cl[C:14]([O:16][CH2:17][CH3:18])=[O:15]>O1CCOCC1>[C:1]([NH:6][C:14](=[O:15])[O:16][CH2:17][CH3:18])(=[O:5])[C:2]([CH3:4])=[CH2:3] |f:1.2|. Procedure: In 200 g of dioxane, 4.26 g of methacrylamide and 6.37 g of potassium t-butoxide were dissolved and the solution was stirred for 60 minutes at 60° C. Then, 5.43 g of ethyl chloroformate was dissolved in 50 g of dioxane and the solution was added dropwise to the reaction mixture in 2 hours. After removing tetrahydrofurane in vacuo, 1000 g of water was added to the residue and the solution was extracted with 500 ml of ethyl acetate. The extract was evaporated in vacuo. The crude product was subjec... Reactants: BrCCBr (1,2-dibromoethane), CC1=C2C=CCC2=C(C=C1)C (4,7-dimethylindene), CC1=C2C=CC(C2=C(C=C1)C)[Li] (4,7-dimethylindenyl-lithium), C(CCC)[Li] (n-butyllithium). As a reaction SMILES: [CH3:1][C:2]1[CH:10]=[CH:9][C:8]([CH3:11])=[C:7]2[C:3]=1[CH:4]=[CH:5][CH2:6]2.[CH2:12]([Li])[CH2:13][CH2:14][CH3:15].C[C:18]1[CH:26]=[CH:25][C:24](C)=[C:23]2[C:19]=1[CH:20]=[CH:21][CH:22]2[Li].BrCCBr>O1CCCC1.O>[CH3:1][C:2]1[CH:10]=[CH:9][C:8]([CH3:11])=[C:7]2[C:3]=1[C:4]([CH2:15][CH2:14][C:13]1[C:12]3[C:20](=[C:19]([CH3:23])[CH:18]=[CH:26][C:25]=3[CH3:24])[CH2:21][CH:22]=1)=[CH:5][CH2:6]2. Solvent: O1CCCC1 (tetrahydrofuran), O (water), O1CCCC1 (tetrahydrofuran). Procedure details: 38.2 g (265 mmol) of 4,7-dimethylindene was dissolved in 350 ml of tetrahydrofuran and the solution was cooled to 0° C. Then 165 ml of n-butyllithium (1,6M in hexane, 264 mmol) was added dropwise over 2.5 hours. After warming to room temperature and stirring for 4 hours a purple solution of 4,7-dimethylindenyl-lithium was obtained. This solution was cooled to -70° C. and treated dropwise with 25,3 g of 1,2-dibromoethane (135 mmol) in 15 ml of tetrahydrofuran over 35 min. After warming to room te... Product: CC1=C2C(=CCC2=C(C=C1)C)CCC1=CCC2=C(C=CC(=C12)C)C (1,2-bis(4,7-dimethyl-3-indenyl)ethane). Run at temperature 0 celsius. Yield: 48.0%. Reactants: FC(COC1=CC=C(C=N1)C(C)NC(OC(C)(C)C)=O)(F)F (tert-butyl (1-(6-(2,2,2-trifluoroethoxy)pyridin-3-yl)ethyl)carbamate), ICC (iodoethane), Amine-3. The product is C(C)N(C(OC(C)(C)C)=O)C(C)C=1C=NC(=CC1)OCC(F)(F)F (tert-butyl ethyl(1-(6-(2,2,2-trifluoroethoxy)pyridin-3-yl)ethyl)carbamate). Yield: 99.0%. RXN SMILES: [F:1][C:2]([F:22])([F:21])[CH2:3][O:4][C:5]1[N:10]=[CH:9][C:8]([CH:11]([NH:13][C:14](=[O:20])[O:15][C:16]([CH3:19])([CH3:18])[CH3:17])[CH3:12])=[CH:7][CH:6]=1.I[CH2:24][CH3:25]>>[CH2:24]([N:13]([CH:11]([C:8]1[CH:9]=[N:10][C:5]([O:4][CH2:3][C:2]([F:1])([F:21])[F:22])=[CH:6][CH:7]=1)[CH3:12])[C:14](=[O:20])[O:15][C:16]([CH3:17])([CH3:18])[CH3:19])[CH3:25]. Reported procedure: The title compound is prepared in >99% yield (0.24 g, colorless oil) from tert-butyl (1-(6-(2,2,2-trifluoroethoxy)pyridin-3-yl)ethyl)carbamate (0.22 g, 0.69 mmol, Step-1 of Amine-3) and iodoethane instead of iodomethane by the similar manner in Step-2 of Amine-3. Reactants: [Ag+], CC(=O)OCC1OC(OC(C)=O)C(OC(C)=O)C(OC(C)=O)C1OC(C)=O, COc1ccc(C)cc1, ClCCl, O=C([O-])C(F)(F)F, Cl[Sn](Cl)(Cl)Cl. Yields the product COc1ccc(C)cc1C1OC(COC(C)=O)C(OC(C)=O)C(OC(C)=O)C1OC(C)=O. Reaction SMILES: [Ag+:52].[C:1]([O:2][CH:5]1[O:6][CH:7]([CH2:23][O:24][C:25]([CH3:26])=[O:27])[CH:8]([O:19][C:20]([CH3:21])=[O:22])[CH:9]([O:15][C:16]([CH3:17])=[O:18])[CH:10]1[O:11][C:12]([CH3:13])=[O:14])(=[O:3])[CH3:4].[CH3:28][O:29][c:30]1[cH:31][cH:32][c:33]([CH3:36])[cH:34][cH:35]1.[Cl:42][CH2:43][Cl:44].[F:45][C:46]([F:47])([F:48])[C:49]([O-:50])=[O:51].[Sn:37]([Cl:38])([Cl:39])([Cl:40])[Cl:41]>>[CH:5]1([c:31]2[c:30]([O:29][CH3:28])[cH:35][cH:34][c:33]([CH3:36])[cH:32]2)[O:6][CH:7]([CH2:23][O:24][C:25]([CH3:26])=[O:27])[CH:8]([O:19][C:20]([CH3:21])=[O:22])[CH:9]([O:15][C:16]([CH3:17])=[O:18])[CH:10]1[O:11][C:12]([CH3:13])=[O:14].